From a dataset of the Open Reaction Database (ORD), a public repository of structured organic reaction records. describe an organic reaction: reactants, conditions, products, and yield The reactants are [Br-], C=C[Mg+], CCOC(=O)c1cn(C2CC2)c2cc(Br)c(F)cc2c1=O, C1CCOC1, c1ccc(P(c2ccccc2)(c2ccccc2)[Pd](P(c2ccccc2)(c2ccccc2)c2ccccc2)(P(c2ccccc2)(c2ccccc2)c2ccccc2)P(c2ccccc2)(c2ccccc2)c2ccccc2)cc1. Yields the product C=Cc1cc2c(cc1F)c(=O)c(C(=O)OCC)cn2C1CC1. Reaction SMILES: [Br-:1].[CH:2](=[CH2:3])[Mg+:4].[CH:5]1([n:8]2[cH:9][c:10]([C:21](=[O:22])[O:23][CH2:24][CH3:25])[c:11](=[O:20])[c:12]3[cH:13][c:14]([F:19])[c:15]([Br:18])[cH:16][c:17]23)[CH2:6][CH2:7]1.[O:26]1[CH2:27][CH2:28][CH2:29][CH2:30]1.[cH:31]1[cH:32][cH:33][c:34]([P:35]([Pd:36]([P:37]([c:38]2[cH:39][cH:40][cH:41][cH:42][cH:43]2)([c:44]2[cH:45][cH:46][cH:47][cH:48][cH:49]2)[c:50]2[cH:51][cH:52][cH:53][cH:54][cH:55]2)([P:56]([c:57]2[cH:58][cH:59][cH:60][cH:61][cH:62]2)([c:63]2[cH:64][cH:65][cH:66][cH:67][cH:68]2)[c:69]2[cH:70][cH:71][cH:72][cH:73][cH:74]2)[P:75]([c:76]2[cH:77][cH:78][cH:79][cH:80][cH:81]2)([c:82]2[cH:83][cH:84][cH:85][cH:86][cH:87]2)[c:88]2[cH:89][cH:90][cH:91][cH:92][cH:93]2)([c:94]2[cH:95][cH:96][cH:97][cH:98][cH:99]2)[c:100]2[cH:101][cH:102][cH:103][cH:104][cH:105]2)[cH:106][cH:107]1>>[CH:2](=[CH2:3])[c:15]1[c:14]([F:19])[cH:13][c:12]2[c:11](=[O:20])[c:10]([C:21](=[O:22])[O:23][CH2:24][CH3:25])[cH:9][n:8]([CH:5]3[CH2:6][CH2:7]3)[c:17]2[cH:16]1. Starting materials: CS(=O)(=O)N1CC(P(=O)(C2CCCCC2)C2CCCCC2)CC1CO, CS(=O)(=O)Cl, Cl, c1ccncc1. Product: CS(=O)(=O)OCC1CC(P(=O)(C2CCCCC2)C2CCCCC2)CN1S(C)(=O)=O. RXN SMILES: [CH3:1][S:2](=[O:3])(=[O:4])[N:5]1[CH:6]([CH2:24][OH:25])[CH2:7][CH:8]([P:10](=[O:11])([CH:12]2[CH2:13][CH2:14][CH2:15][CH2:16][CH2:17]2)[CH:18]2[CH2:19][CH2:20][CH2:21][CH2:22][CH2:23]2)[CH2:9]1.[CH3:26][S:27]([Cl:28])(=[O:29])=[O:30].[ClH:31].[cH:32]1[cH:33][cH:34][n:35][cH:36][cH:37]1>>[CH3:1][S:2](=[O:3])(=[O:4])[N:5]1[CH:6]([CH2:24][O:25][S:27]([CH3:26])(=[O:29])=[O:30])[CH2:7][CH:8]([P:10](=[O:11])([CH:12]2[CH2:13][CH2:14][CH2:15][CH2:16][CH2:17]2)[CH:18]2[CH2:19][CH2:20][CH2:21][CH2:22][CH2:23]2)[CH2:9]1. Starting materials: Cc1cc(C)c(S(=O)(=O)Cl)cc1-n1cnc(C(F)(F)F)n1, CCO, CCOC(C)=O, Cl, O, [Zn]. Yields the product Cc1cc(C)c(-n2cnc(C(F)(F)F)n2)cc1S. RXN SMILES: [CH3:1][c:2]1[c:3]([S:18]([Cl:19])(=[O:20])=[O:21])[cH:4][c:5](-[n:9]2[n:10][c:11]([C:14]([F:15])([F:16])[F:17])[n:12][cH:13]2)[c:6]([CH3:8])[cH:7]1.[CH3:22][CH2:23][OH:24].[CH3:28][CH2:29][O:30][C:31](=[O:32])[CH3:33].[ClH:25].[OH2:26].[Zn:27]>>[CH3:1][c:2]1[c:3]([SH:18])[cH:4][c:5](-[n:9]2[n:10][c:11]([C:14]([F:15])([F:16])[F:17])[n:12][cH:13]2)[c:6]([CH3:8])[cH:7]1. Reaction SMILES: [CH:1]1([C:4]2[NH:13][C:7]3=[N:8][CH:9]=[CH:10][C:11]([CH3:12])=[C:6]3[N:5]=2)[CH2:3][CH2:2]1.[H-].[Na+].Br[CH2:17][C:18]1[CH:23]=[CH:22][C:21]([C:24]2[CH:33]=[CH:32][CH:31]=[CH:30][C:25]=2[C:26]([O:28][CH3:29])=[O:27])=[CH:20][CH:19]=1.[Cl-].[NH4+]>CN(C)C=O>[CH:1]1([C:4]2[N:13]([CH2:17][C:18]3[CH:23]=[CH:22][C:21]([C:24]4[CH:33]=[CH:32][CH:31]=[CH:30][C:25]=4[C:26]([O:28][CH3:29])=[O:27])=[CH:20][CH:19]=3)[C:7]3=[N:8][CH:9]=[CH:10][C:11]([CH3:12])=[C:6]3[N:5]=2)[CH2:3][CH2:2]1 |f:1.2,4.5|. Product: C1(CC1)C1=NC=2C(=NC=CC2C)N1CC1=CC=C(C=C1)C1=C(C=CC=C1)C(=O)OC (2-Cyclopropyl-3-{(2'-methoxycarbonylbiphenyl-4-yl)methyl}-7-methyl-3H-imidazo[4,5-b]pyridine). Run in CN(C=O)C (dimethylformamide), CN(C=O)C (dimethylformamide). Procedure details: 1.64 g of 2-cyclopropyl-7-methyl-3H-imidazo[4,5-b]pyridine dissolved in 30 ml of dimethylformamide was dropwise added to 400 mg of sodium hydride. The mixture was stirred at room temperature for 30 min, and 3.1 g of methyl 2-(4-bromomethylphenyl)benzoate dissolved in 20 ml of dimethylformamide was dropwise added thereto. The mixture was stirred for 10 min and then cooled, and an aqueous ammonium chloride solution was added thereto. The mixture was extracted with ethyl acetate. The extract was wa... Conditions: time 30 minute. Starting materials: BrCC1=CC=C(C=C1)C1=C(C(=O)OC)C=CC=C1 (methyl 2-(4-bromomethylphenyl)benzoate), [Cl-].[NH4+] (ammonium chloride), C1(CC1)C1=NC=2C(=NC=CC2C)N1 (2-cyclopropyl-7-methyl-3H-imidazo[4,5-b]pyridine), [H-].[Na+] (sodium hydride).